This data is from the Open Reaction Database (ORD), a public repository of structured organic reaction records. The task is: describe an organic reaction: reactants, conditions, products, and yield The reactants are C(C=C)N (allylamine), ClC=1N=C(C2=C(N1)C(=CS2)C)NC2CCCCC2 (2-chloro-4-cyclohexylamino-7-methylthieno[3,2-d]pyrimidine). Solvent: O (water). Run at temperature 140 celsius. Product: Cl.C(C=C)NC=1N=C(C2=C(N1)C(=CS2)C)NC2CCCCC2 (2-Allylamino-4-cyclohexylamino-7-methylthieno[3,2-d]pyrimidine hydrochloride). Isolated yield 65.6%. RXN SMILES: [CH2:1]([NH2:4])[CH:2]=[CH2:3].[Cl:5][C:6]1[N:7]=[C:8]([NH:16][CH:17]2[CH2:22][CH2:21][CH2:20][CH2:19][CH2:18]2)[C:9]2[S:14][CH:13]=[C:12]([CH3:15])[C:10]=2[N:11]=1>O>[ClH:5].[CH2:1]([NH:4][C:6]1[N:7]=[C:8]([NH:16][CH:17]2[CH2:18][CH2:19][CH2:20][CH2:21][CH2:22]2)[C:9]2[S:14][CH:13]=[C:12]([CH3:15])[C:10]=2[N:11]=1)[CH:2]=[CH2:3] |f:3.4|. Reported procedure: In 2.28 g (40.0 mmol) of allylamine was dissolved 250 mg (0.9 mmol) of 2-chloro-4-cyclohexylamino-7-methylthieno[3,2-d]pyrimidine, and the resulting solution was heated in a sealed tube at 140° C. for 24 hours. After the reaction mixture was cooled, 100 ml of water was added thereto, followed by extraction with ethyl acetate (20 ml×3). The organic layer was washed with 20 ml of water and dried over anhydrous sodium sulfate, and then the solvent was distilled off. The residue was purified by sili... Reactants: ClC1=CC=C(C=N1)CC=1C=C2C(N(C=NC2=C2C1C=CC=C2)[C@H]2[C@@H](CCCC2)O)=O (rac-6-[(6-chloropyridin-3-yl)methyl]-3-[trans-2-hydroxycyclohexyl]benzo[h]quinazolin-4(3H)-one), C([O-])([O-])=O.[Cs+].[Cs+] (cesium carbonate), CN1N=CC(=C1)B1OC(C(O1)(C)C)(C)C (1-methyl-4-(4,4,5,5-tetramethyl-1,3,2-dioxaborolan-2-yl)-1H-pyrazole). Reagents/catalysts: CC(C)([P](C(C)(C)C)([Pd][P](C(C)(C)C)(C(C)(C)C)C(C)(C)C)C(C)(C)C)C (bis(tri-tert-butylphosphine)palladium(0)). Solvent: C1CCOC1 (THF), C(C)(=O)OCC (ethyl acetate), O (water). Run at temperature 100 celsius. Yields the product ClC1=CC=C(C=N1)CC=1C=C2C(N(C=NC2=C2C1C=CC=C2)[C@H]2[C@@H](CCCC2)O)=O (rac-6-[(6-chloropyridin-3-yl)methyl]-3-[trans-2-hydroxycyclohexyl]benzo[h]quinazolin-4(3H)-one), O[C@H]1[C@@H](CCCC1)N1C=NC2=C3C(=C(C=C2C1=O)CC=1C=NC(=CC1)C=1C=NN(C1)C)C=CC=C3 (rac-3-[trans-2-hydroxycyclohexyl]-6-{[6-(1-methyl-1H-pyrazol-4-yl)pyridine-3-yl]methyl}benzo[h]quinazolin-4(3H)-one). RXN SMILES: [Cl:1][C:2]1[N:7]=[CH:6][C:5]([CH2:8][C:9]2[CH:10]=[C:11]3[C:16](=[C:17]4[CH:22]=[CH:21][CH:20]=[CH:19][C:18]=24)[N:15]=[CH:14][N:13]([C@@H:23]2[CH2:28][CH2:27][CH2:26][CH2:25][C@H:24]2[OH:29])[C:12]3=[O:30])=[CH:4][CH:3]=1.C(=O)([O-])[O-].[Cs+].[Cs+].[CH3:37][N:38]1[CH:42]=[C:41](B2OC(C)(C)C(C)(C)O2)[CH:40]=[N:39]1>C1COCC1.C(OCC)(=O)C.O.CC(C)([P](C(C)(C)C)([Pd][P](C(C)(C)C)(C(C)(C)C)C(C)(C)C)C(C)(C)C)C>[Cl:1][C:2]1[N:7]=[CH:6][C:5]([CH2:8][C:9]2[CH:10]=[C:11]3[C:16](=[C:17]4[CH:22]=[CH:21][CH:20]=[CH:19][C:18]=24)[N:15]=[CH:14][N:13]([C@@H:23]2[CH2:28][CH2:27][CH2:26][CH2:25][C@H:24]2[OH:29])[C:12]3=[O:30])=[CH:4][CH:3]=1.[OH:29][C@@H:24]1[CH2:25][CH2:26][CH2:27][CH2:28][C@H:23]1[N:13]1[C:12](=[O:30])[C:11]2[C:16](=[C:17]3[CH:22]=[CH:21][CH:20]=[CH:19][C:18]3=[C:9]([CH2:8][C:5]3[CH:6]=[N:7][C:2]([C:41]4[CH:40]=[N:39][N:38]([CH3:37])[CH:42]=4)=[CH:3][CH:4]=3)[CH:10]=2)[N:15]=[CH:14]1 |f:1.2.3,^1:66,72|. Reported procedure: rac-6-[(6-chloropyridin-3-yl)methyl]-3-[trans-2-hydroxycyclohexyl]benzo[h]quinazolin-4(3H)-one was prepared as described in Example 1. To a solution of rac-6-[(6-chloropyridin-3-yl)methyl]-3-[trans-2-hydroxycyclohexyl]benzo[h]quinazolin-4(3H)-one (0.080 g, 0.19 mmol) in 3 mL of THF under an atmosphere of nitrogen was added cesium carbonate (0.38 mL, 1 N aqueous, 0.38 mmol), 1-methyl-4-(4,4,5,5-tetramethyl-1,3,2-dioxaborolan-2-yl)-1H-pyrazole (0.079 g, 0.38 mmol), and bis(tri-tert-butylphosphine)... As a reaction SMILES: Cl[C:2]1[CH:11]=[CH:10][C:9]2[CH2:8][CH2:7][CH2:6][C:5](=[O:12])[C:4]=2[N:3]=1.[CH3:13][C:14]1[N:15]=[C:16]([C:19]2[CH:20]=[N:21][CH:22]=[CH:23][CH:24]=2)[S:17][CH:18]=1.C([O-])(=O)C.[K+]>CC(N(C)C)=O.O>[CH3:13][C:14]1[N:15]=[C:16]([C:19]2[CH:20]=[N:21][CH:22]=[CH:23][CH:24]=2)[S:17][C:18]=1[C:2]1[CH:11]=[CH:10][C:9]2[CH2:8][CH2:7][CH2:6][C:5](=[O:12])[C:4]=2[N:3]=1 |f:2.3|. Reaction conditions: time 20 minute. Procedure details: A mixture of 2-chloro-6,7-dihydro-8(5H)-quinolinone (0.100 g, 0.551 mmol, prepared as described in J. Org. Chem., 55, 4789-91, 1990) and 4-methyl-2-(3-pyridyl)thiazole (0.116 g, 0.661 mmol, WO 2010006713), potassium acetate (0.0648 g, 0.661 mmol) in DMA (2.8 mL) was stirred at ambient temperature under argon. To this solution was added [1,2-Bis(dppe)]Cl2Pd(II) (0.0159 g, 0.0275 mmol) and the solution irradiated in a microwave reactor at a temperature of 170° C. for 20 min. LCMS analysis showed t... Yields the product CC=1N=C(SC1C1=NC=2C(CCCC2C=C1)=O)C=1C=NC=CC1 (2-[4-methyl-2-(3-pyridyl)thiazol-5-yl]-6,7-dihydro-5H-quinolin-8-one). Run in O (water), CC(=O)N(C)C (DMA). Isolated yield 31.1%. Reactants: C(C)(=O)[O-].[K+] (potassium acetate), [1,2-Bis(dppe)]Cl2Pd(II), [1,2-Bis(dppe)]Cl2Pd(II), ClC1=NC=2C(CCCC2C=C1)=O (2-chloro-6,7-dihydro-8(5H)-quinolinone), CC=1N=C(SC1)C=1C=NC=CC1 (4-methyl-2-(3-pyridyl)thiazole), C(C)(=O)[O-].[K+] (potassium acetate). The reactants are [H-].[Na+] (sodium hydride), [H-].[Na+] (NaH), C(C=C)Br (allyl bromide), CO (methanol), oil, [H-].[Na+] (NaH), C1=CC=CC=2C3=CC=CC=C3NC12 (carbazole). The solvent is CN(C)C=O (DMF), CN(C)C=O (DMF). Reaction conditions: temperature 0 celsius, time 2 hour. Yields the product C(C=C)N1C2=CC=CC=C2C=2C=CC=CC12 (N-allylcarbazole). The yield is 78.5%. Reaction SMILES: [CH:1]1[C:13]2[NH:12][C:11]3[C:6](=[CH:7][CH:8]=[CH:9][CH:10]=3)[C:5]=2[CH:4]=[CH:3][CH:2]=1.[H-].[Na+].[CH2:16](Br)[CH:17]=[CH2:18].CO>CN(C=O)C>[CH2:18]([N:12]1[C:11]2[CH:10]=[CH:9][CH:8]=[CH:7][C:6]=2[C:5]2[C:13]1=[CH:1][CH:2]=[CH:3][CH:4]=2)[CH:17]=[CH2:16] |f:1.2|. Procedure details: 83.6 g (0.5 mol) of carbazole are dissolved in 250 ml of dry DMF. This solution is added dropwise at 0° C. to a suspension of 12.0 g (0.4 mol) of sodium hydride in 500 ml of DMF. An 80% oil suspension of NaH is used. After stirring for a further 2 hours at 0° C., 38 ml (0.45 mol) of allyl bromide are added dropwise. After the end of the addition, the mixture is warmed to room temperature within one hour, with stirring. To decompose residual NaH, 100 ml of methanol are also added. The solvent mix... Starting materials: NC1=CC=C(CO)C=C1 (4-aminobenzylalcohol), N(=C=O)C1=CC=CC=C1 (isocyanato-benzene). The solvent is ClCCl (dichloromethane). Product: OCC1=CC=C(C=C1)NC(=O)NC1=CC=CC=C1 (1-(4-hydroxymethyl-phenyl)-3-phenylurea). As a reaction SMILES: [NH2:1][C:2]1[CH:9]=[CH:8][C:5]([CH2:6][OH:7])=[CH:4][CH:3]=1.[N:10]([C:13]1[CH:18]=[CH:17][CH:16]=[CH:15][CH:14]=1)=[C:11]=[O:12]>ClCCl>[OH:7][CH2:6][C:5]1[CH:8]=[CH:9][C:2]([NH:1][C:11]([NH:10][C:13]2[CH:18]=[CH:17][CH:16]=[CH:15][CH:14]=2)=[O:12])=[CH:3][CH:4]=1. Procedure: A solution of 3.75 g 4-aminobenzylalcohol and 3.3 ml isocyanato-benzene in 120 ml dichloromethane was stirred at 23° C. for 2 hours. Afterwards, the reaction mixture was filtered. The crystalline product was washed with diethylether. 6.82 g product was obtained which was used without further purification. Starting materials: CON(C(C=1C(N)=CC(=CC1)Cl)=O)C (4-chloroanthranilic acid N-methoxy-N-methylamide), BrC=1C=C(OC)C=CC1N (m-bromoanisidine), [Li]CCCC (nBuLi), hexanes, Cl (hydrochloric acid). Run in C1CCOC1 (THF). Reaction conditions: temperature -78 celsius, time 20 minute. Product: hexanes ethyl acetate, NC1=C(C(=O)C2=CC(=CC=C2)OC)C=CC=C1 (2-amino-3'-methoxybenzophenone). Yield: 82.9%. RXN SMILES: CON(C)[C:4](=[O:13])[C:5]1[C:6](=[CH:8][C:9](Cl)=[CH:10][CH:11]=1)[NH2:7].Br[C:16]1[CH:17]=[C:18]([CH:21]=[CH:22][C:23]=1N)[O:19][CH3:20].[Li]CCCC.Cl>C1COCC1>[NH2:7][C:6]1[CH:8]=[CH:9][CH:10]=[CH:11][C:5]=1[C:4]([C:16]1[CH:23]=[CH:22][CH:21]=[C:18]([O:19][CH3:20])[CH:17]=1)=[O:13]. Procedure details: In a flame-dried round bottom flask 4-chloroanthranilic acid N-methoxy-N-methylamide (4.58 g, 21.3 mmol) and m-bromoanisidine (4.02 g, 21.5 g) were dissolved in THF (185 mL) and the resulting solution was cooled to -78° C. With vigorous stirring, 2 equiv of nBuLi in hexanes (26.9 mL, 1.6 M, 43.0 mmol) was added dropwise by a syringe pump at 0.6 mL/min. After 20 min, 40 mL of 1 N hydrochloric acid was carefully added, the mixture was extracted with ethyl acetate (300 mL), and the ethyl acetate wa...